Dataset: the Open Reaction Database (ORD), a public repository of structured organic reaction records. Task: describe an organic reaction: reactants, conditions, products, and yield Reactants: BrCC1(S[C@H]2N(C1C(=O)OCC(Cl)(Cl)Cl)C(C2NC(CC2=CC=CC=C2)=O)=O)C (2,2,2-Trichloroethyl 2-bromomethyl-2-methyl-6-(2-phenylacetamido)penam-3-carboxylate), O1CCCC1 (tetrahydrofuran). The reagents and catalysts are F[B-](F)(F)F.[Ag+] (silver fluoroborate). The solvent is CO (methanol). Reaction conditions: time 1 hour. Yields the product CC1(CS[C@H]2N(C1C(=O)OCC(Cl)(Cl)Cl)C(C2NC(CC2=CC=CC=C2)=O)=O)OC (2,2,2-trichloroethyl 3-methyl-3-methoxy-7-(2-phenylacetamido)-cepham-4-carboxylate). As a reaction SMILES: Br[CH2:2][C:3]1([CH3:29])[CH:7]([C:8]([O:10][CH2:11][C:12]([Cl:15])([Cl:14])[Cl:13])=[O:9])[N:6]2[C:16](=[O:28])[CH:17]([NH:18][C:19](=[O:27])[CH2:20][C:21]3[CH:26]=[CH:25][CH:24]=[CH:23][CH:22]=3)[C@H:5]2[S:4]1.[O:30]1CCC[CH2:31]1>CO.F[B-](F)(F)F.[Ag+]>[CH3:2][C:3]1([O:30][CH3:31])[CH:7]([C:8]([O:10][CH2:11][C:12]([Cl:14])([Cl:15])[Cl:13])=[O:9])[N:6]2[C:16](=[O:28])[CH:17]([NH:18][C:19](=[O:27])[CH2:20][C:21]3[CH:26]=[CH:25][CH:24]=[CH:23][CH:22]=3)[C@H:5]2[S:4][CH2:29]1 |f:3.4|. Reported procedure: 2,2,2-Trichloroethyl 2-bromomethyl-2-methyl-6-(2-phenylacetamido)penam-3-carboxylate (0.55 g) was dissolved in a mixture of tetrahydrofuran (5 ml) and methanol (5 ml). To this solution was added silver fluoroborate (0.24 g) under cooling and then the mixture was stirred for 1 hour. The reaction mixture was concentrated and the obtained residue was dissolved in chloroform. This solution was washed with a saturated sodium bicarbonate aqueous solution and with water and dried over magnesium sulfate...